The task is: describe an organic reaction: reactants, conditions, products, and yield. This data is from the Open Reaction Database (ORD), a public repository of structured organic reaction records. Starting materials: CC1(CC=C(C=2C=CC(=CC12)C#CC1=C(C(=O)O)C=CC=C1)C1=CC=CC=C1)C (((7,8-dihydro-8,8-dimethyl-5-phenylnaphth-2-yl)ethynyl]benzoic acid), CC1(CC=C(C=2C=CC(=CC12)C#CC1=C(C(=O)O)C=CC=C1)C1=CC=CC=C1)C (((7,8-dihydro-8,8-dimethyl-5-phenylnaphth-2-yl)ethynyl]benzoic acid), CC1(CC=C(C=2C=CC(=CC12)C#CC1=CC=C(C(=O)OCC)C=C1)C#CC)C (ethyl 4-[(7,8-dihydro-8,8-dimethyl-5-(1-propynyl)naphth-2-yl)ethynyl]benzoate), CC1(CC=C(C=2C=CC(=CC12)C#CC1=CC=C(C(=O)OCC)C=C1)C#CC)C (ethyl 4-[(7,8-dihydro-8,8-dimethyl-5-(1-propynyl)naphth-2-yl)ethynyl]benzoate). The product is CC1(CC=C(C=2C=CC(=CC12)C#CC1=CC=C(C(=O)O)C=C1)C#CC)C (4-[(7,8-dihydro-8,8-dimethyl-5-(1-propynyl)naphth-2-yl)ethynyl]benzoic acid). RXN SMILES: CC1(C)C2C=C(C#CC3C=CC=CC=3C(O)=O)C=CC=2C(C2C=CC=CC=2)=CC1.[CH3:30][C:31]1([CH3:57])[C:40]2[CH:39]=[C:38]([C:41]#[C:42][C:43]3[CH:53]=[CH:52][C:46]([C:47]([O:49]CC)=[O:48])=[CH:45][CH:44]=3)[CH:37]=[CH:36][C:35]=2[C:34]([C:54]#[C:55][CH3:56])=[CH:33][CH2:32]1>>[CH3:30][C:31]1([CH3:57])[C:40]2[CH:39]=[C:38]([C:41]#[C:42][C:43]3[CH:44]=[CH:45][C:46]([C:47]([OH:49])=[O:48])=[CH:52][CH:53]=3)[CH:37]=[CH:36][C:35]=2[C:34]([C:54]#[C:55][CH3:56])=[CH:33][CH2:32]1. Procedure: Employing the same general procedure as for the preparation of 4-[(7,8-dihydro-8,8-dimethyl-5-phenylnaphth-2-yl)ethynyl]benzoic acid (Compound 97), 75 mg (0.20 mmol) of ethyl 4-[(7,8-dihydro-8,8-dimethyl-5-(1-propynyl)naphth-2-yl)ethynyl]benzoate (Compound 92) was converted to the title compound (pale yellow solid) using 42 mg (2 ml, 1.0 mmol) of LiOH (0.5 M aqueous solution). Reactants: COC(=O)Oc1ccc(F)cc1F, O=[N+]([O-])O, O=S(=O)(O)O. Yields the product COC(=O)Oc1cc([N+](=O)[O-])c(F)cc1F. As a reaction SMILES: [F:5][c:6]1[c:7]([O:13][C:14](=[O:15])[O:16][CH3:17])[cH:8][cH:9][c:10]([F:12])[cH:11]1.[OH:1][N+:2]([O-:3])=[O:4].[S:18](=[O:19])(=[O:20])([OH:21])[OH:22]>>[O-:1][N+:2](=[O:4])[c:9]1[cH:8][c:7]([O:13][C:14](=[O:15])[O:16][CH3:17])[c:6]([F:5])[cH:11][c:10]1[F:12].